Dataset: the Open Reaction Database (ORD), a public repository of structured organic reaction records. Task: describe an organic reaction: reactants, conditions, products, and yield Isolated yield 73.4%. Reaction SMILES: [H-].C([Al+]CC(C)C)C(C)C.[C:11]([O:15][C:16]([NH:18][C@@H:19]1[CH2:25][CH2:24][C@@H:23]([C:26]2[CH:31]=[CH:30][CH:29]=[C:28]([F:32])[C:27]=2[F:33])[CH2:22][N:21]2[C:34]([CH2:37][C:38](OC(C)C)=[O:39])=[CH:35][N:36]=[C:20]12)=[O:17])([CH3:14])([CH3:13])[CH3:12].C(C(C(C([O-])=O)O)O)([O-])=O.[Na+].[K+]>ClCCl>[F:33][C:27]1[C:28]([F:32])=[CH:29][CH:30]=[CH:31][C:26]=1[C@H:23]1[CH2:22][N:21]2[C:34]([CH2:37][CH:38]=[O:39])=[CH:35][N:36]=[C:20]2[C@H:19]([NH:18][C:16](=[O:17])[O:15][C:11]([CH3:13])([CH3:12])[CH3:14])[CH2:25][CH2:24]1 |f:0.1,3.4.5|. Reaction conditions: time 1 hour. Solvent: ClCCl (dichloromethane). Procedure details: Diisobutylaluminum hydride (1.0 M in dichloromethane; 0.81 mL, 0.807 mmol) was added to a solution of isopropyl [(6S,9R)-9-[(tert-butoxycarbonyl)amino]-6-(2,3-difluorophenyl)-6,7,8,9-tetrahydro-5H-imidazo[1,2-a]azepin-3-yl]acetate (187 mg, 0.403 mmol) in dichloromethane (10 mL) at −78° C. After 1 h, an additional amount of diisobutylaluminum hydride (0.81 mL, 0.807 mmol) was added. After 2.5 h, saturated aqueous potassium sodium tartrate was added, and the mixture was extracted with ethyl acetat... Starting materials: C(=O)([O-])C(O)C(O)C(=O)[O-].[Na+].[K+] (potassium sodium tartrate), [H-].C(C(C)C)[Al+]CC(C)C (Diisobutylaluminum hydride), C(C)(C)(C)OC(=O)N[C@H]1C=2N(C[C@@H](CC1)C1=C(C(=CC=C1)F)F)C(=CN2)CC(=O)OC(C)C (isopropyl [(6S,9R)-9-[(tert-butoxycarbonyl)amino]-6-(2,3-difluorophenyl)-6,7,8,9-tetrahydro-5H-imidazo[1,2-a]azepin-3-yl]acetate), [H-].C(C(C)C)[Al+]CC(C)C (diisobutylaluminum hydride). The product is FC1=C(C=CC=C1F)[C@@H]1CC[C@H](C=2N(C1)C(=CN2)CC=O)NC(OC(C)(C)C)=O (tert-Butyl (6S,9R)-6-(2,3-difluorophenyl)-3-(2-oxoethyl)-6,7,8,9-tetrahydro-5H-imidazo[1,2-a]azepin-9-ylcarbamate). The reactants are CC[O-], CCO, N#Cc1ccc(C(F)(F)F)cc1[N+](=O)[O-], [Na+], O. The product is CCOc1cc(C(F)(F)F)ccc1C#N. As a reaction SMILES: [CH3:17][CH2:18][O-:19].[CH3:21][CH2:22][OH:23].[N+:1]([O-:2])(=[O:3])[c:4]1[c:5]([C:6]#[N:7])[cH:8][cH:9][c:10]([C:12]([F:13])([F:14])[F:15])[cH:11]1.[Na+:16].[OH2:20]>>[c:4]1([O:19][CH2:18][CH3:17])[c:5]([C:6]#[N:7])[cH:8][cH:9][c:10]([C:12]([F:13])([F:14])[F:15])[cH:11]1. Starting materials: CC(C)(C)C1CCCCC1=O, CC1COC2(CCCCC2C(C)(C)C)O1, CC(O)CO, CC(C)O, [Pd], [Ru]. The product is CC(O)COC1CCCCC1C(C)(C)C. As a reaction SMILES: [C:16]([CH:17]1[CH2:18][CH2:19][CH2:20][CH2:21][C:22]1=[O:23])([CH3:24])([CH3:25])[CH3:26].[C:1]([CH3:2])([CH3:3])([CH3:4])[CH:5]1[C:6]2([O:7][CH2:8][CH:9]([CH3:11])[O:10]2)[CH2:12][CH2:13][CH2:14][CH2:15]1.[CH2:27]([OH:28])[CH:29]([OH:30])[CH3:31].[CH:34]([OH:35])([CH3:36])[CH3:37].[Pd:32].[Ru:33]>>[C:1]([CH3:2])([CH3:3])([CH3:4])[CH:5]1[CH:6]([O:7][CH2:8][CH:9]([OH:10])[CH3:11])[CH2:12][CH2:13][CH2:14][CH2:15]1. Starting materials: CC1(OCCO1)C1=CC=C(O1)CN1N=C(C=C1)N (1-[5-(2-methyl-[1,3]dioxolan-2-yl)-furan-2-ylmethyl]-1H-pyrazol-3-ylamine), COC=1C=C(C=CC1)C1=C(N=CS1)C(=O)O (5-(3-methoxy-phenyl)-thiazole-4-carboxylic acid). Product: C(C)(=O)C1=CC=C(O1)CN1N=C(C=C1)NC(=O)C=1N=CSC1C1=CC(=CC=C1)OC (5-(3-Methoxy-phenyl)-thiazole-4-carboxylic acid [1-(5-acetyl-furan-2-ylmethyl)-1H-pyrazol-3-yl]-amide). As a reaction SMILES: [CH3:1][C:2]1([C:7]2[O:11][C:10]([CH2:12][N:13]3[CH:17]=[CH:16][C:15]([NH2:18])=[N:14]3)=[CH:9][CH:8]=2)[O:6]CCO1.[CH3:19][O:20][C:21]1[CH:22]=[C:23]([C:27]2[S:31][CH:30]=[N:29][C:28]=2[C:32](O)=[O:33])[CH:24]=[CH:25][CH:26]=1>>[C:2]([C:7]1[O:11][C:10]([CH2:12][N:13]2[CH:17]=[CH:16][C:15]([NH:18][C:32]([C:28]3[N:29]=[CH:30][S:31][C:27]=3[C:23]3[CH:24]=[CH:25][CH:26]=[C:21]([O:20][CH3:19])[CH:22]=3)=[O:33])=[N:14]2)=[CH:9][CH:8]=1)(=[O:6])[CH3:1]. Reported procedure: Following general procedure B followed by either C or D, starting from 1-[5-(2-methyl-[1,3]dioxolan-2-yl)-furan-2-ylmethyl]-1H-pyrazol-3-ylamine and 5-(3-methoxy-phenyl)-thiazole-4-carboxylic acid. Reactants: C(C)(=O)N1C(/C(/C=2C1=NC(=CC2)C(=O)OC)=C(\C2=CC=CC=C2)/OCC)=O ((E)-methyl 1-acetyl-3-(ethoxy(phenyl)methylene)-2-oxo-2,3-dihydro-1H-pyrrolo[2,3-b]pyridine-6-carboxylate), NC1=CC=C(C=C1)N(C(CN1CCN(CC1)C)=O)C (N-(4-aminophenyl)-N-methyl-2-(4-methylpiperazin-1-yl)acetamide), N1CCCCC1 (piperidine). Run in CN(C)C=O (DMF). Run at temperature 110 celsius, time 1 hour. Yields the product CN(C(CN1CCN(CC1)C)=O)C1=CC=C(C=C1)N\C(=C\1/C(NC2=NC(=CC=C21)C(=O)OC)=O)\C2=CC=CC=C2 ((Z)-methyl 3-(((4-(N-methyl-2-(4-methylpiperazin-1-yl)acetamido)phenyl)amino)(phenyl)methylene)-2-oxo-2,3-dihydro-1H-pyrrolo[2,3-b]pyridine-6-carboxylate). Reaction SMILES: C([N:4]1[C:8]2=[N:9][C:10]([C:13]([O:15][CH3:16])=[O:14])=[CH:11][CH:12]=[C:7]2/[C:6](=[C:17](\OCC)/[C:18]2[CH:23]=[CH:22][CH:21]=[CH:20][CH:19]=2)/[C:5]1=[O:27])(=O)C.[NH2:28][C:29]1[CH:34]=[CH:33][C:32]([N:35]([CH3:46])[C:36](=[O:45])[CH2:37][N:38]2[CH2:43][CH2:42][N:41]([CH3:44])[CH2:40][CH2:39]2)=[CH:31][CH:30]=1.N1CCCCC1>CN(C=O)C>[CH3:46][N:35]([C:32]1[CH:33]=[CH:34][C:29]([NH:28]/[C:17](/[C:18]2[CH:23]=[CH:22][CH:21]=[CH:20][CH:19]=2)=[C:6]2\[C:5](=[O:27])[NH:4][C:8]3[C:7]\2=[CH:12][CH:11]=[C:10]([C:13]([O:15][CH3:16])=[O:14])[N:9]=3)=[CH:30][CH:31]=1)[C:36](=[O:45])[CH2:37][N:38]1[CH2:43][CH2:42][N:41]([CH3:44])[CH2:40][CH2:39]1. Procedure details: Step-2: To a solution of (E)-methyl 1-acetyl-3-(ethoxy(phenyl)methylene)-2-oxo-2,3-dihydro-1H-pyrrolo[2,3-b]pyridine-6-carboxylate (2.6 g, 7.10 mmol) in DMF (5 mL) was added N-(4-aminophenyl)-N-methyl-2-(4-methylpiperazin-1-yl)acetamide (1.94 g, 7.43 mmol) at RT and the reaction mixture was heated to 110° C. and stirred for 1 h. The reaction mixture was allowed to cool to RT, treated with piperidine (3 mL) and stirred for 30 min. The reaction mixture was evaporated and the resultant residue was ... Conditions: time 8 hour. Procedure: To a solution of phosgen (6.27 g, 63.3 mmol) in anhydrous benzene (30 ml) was dropwise added under ice-cooling a solution of 2-methoxyphenol (7.86 g, 63.3 mmol) and purified pyridine (5.00 g, 63.3 mmol) in anhydrous benzene (20 ml). The mixture was stirred overnight at room temperature. From a reaction solution were separated white precipitates by filtration, and a filtrate was evaporated under reduced pressure to give a colorless oily material. The oily material was dissolved in anhydrous benze... Solvent: C1=CC=CC=C1 (benzene), C1=CC=CC=C1 (benzene), C1=CC=CC=C1 (benzene), C1=CC=CC=C1 (benzene). Reaction SMILES: [C:1](Cl)(Cl)=[O:2].[CH3:5][O:6][C:7]1[CH:12]=[CH:11][CH:10]=[CH:9][C:8]=1[OH:13].N1C=CC=CC=1.C[Si](C)(C)[N:22]1[CH2:26][CH2:25][CH2:24][C:23]1=[O:27]>C1C=CC=CC=1>[CH3:5][O:6][C:7]1[CH:12]=[CH:11][CH:10]=[CH:9][C:8]=1[O:13][C:23]([N:22]1[CH2:26][CH2:25][CH2:24][C:1]1=[O:2])=[O:27]. The product is COC1=C(OC(=O)N2C(CCC2)=O)C=CC=C1 (1-(2'-Methoxyphenoxycarbonyl)-2-pyrrolidinone). The reactants are C[Si](N1C(CCC1)=O)(C)C (1-trimethylsilyl-2-pyrrolidinone), N1=CC=CC=C1 (pyridine), C(=O)(Cl)Cl (phosgen), COC1=C(C=CC=C1)O (2-methoxyphenol). Starting materials: CC(C)n1ncc2c(C(=O)O)cc(-c3ccccc3)nc21, CCN=C=NCCCN(C)C, Cl, Cl, CN(C)C=O, O, O, On1nnc2ccccc21, O=C1CC2(CCNCC2)Oc2ccc(-c3nnn[nH]3)cc21. Product: CC(C)n1ncc2c(C(=O)N3CCC4(CC3)CC(=O)c3cc(-c5nnn[nH]5)ccc3O4)cc(-c3ccccc3)nc21. RXN SMILES: [CH3:1][CH:2]([CH3:3])[n:4]1[n:5][cH:6][c:7]2[c:8]1[n:9][c:10](-[c:16]1[cH:17][cH:18][cH:19][cH:20][cH:21]1)[cH:11][c:12]2[C:13](=[O:14])[OH:15].[CH3:44][CH2:45][N:46]=[C:47]=[N:48][CH2:49][CH2:50][CH2:51][N:52]([CH3:53])[CH3:54].[ClH:22].[ClH:66].[O:68]=[CH:69][N:70]([CH3:71])[CH3:72].[OH2:65].[OH2:67].[OH:55][n:56]1[c:57]2[c:58]([cH:59][cH:60][cH:61][cH:62]2)[n:63][n:64]1.[nH:23]1[n:24][n:25][n:26][c:27]1-[c:28]1[cH:29][c:30]2[c:35]([cH:36][cH:37]1)[O:34][C:33]1([CH2:32][C:31]2=[O:43])[CH2:38][CH2:39][NH:40][CH2:41][CH2:42]1>>[CH3:1][CH:2]([CH3:3])[n:4]1[n:5][cH:6][c:7]2[c:8]1[n:9][c:10](-[c:16]1[cH:17][cH:18][cH:19][cH:20][cH:21]1)[cH:11][c:12]2[C:13](=[O:14])[N:40]1[CH2:39][CH2:38][C:33]2([CH2:32][C:31](=[O:43])[c:30]3[cH:29][c:28](-[c:27]4[n:23][n:24][n:25][nH:26]4)[cH:37][cH:36][c:35]3[O:34]2)[CH2:42][CH2:41]1.